From a dataset of the Open Reaction Database (ORD), a public repository of structured organic reaction records. describe an organic reaction: reactants, conditions, products, and yield Reactants: ClC1=C(C(=CC=C1)C)NC=1NC2=C(N1)C=C(C1=C2CC(O1)(C)C)C(=O)NC1=C(C=CC(=C1)C(F)(F)F)F (2-[(2-chloro-6-methylphenyl)amino]-N-[2-fluoro-5-(trifluoromethyl)phenyl]-7,7-dimethyl-7,8-dihydro-1H-furo[3,2-e]benzimidazole-5-carboxamide), Cl (HCl). Run in C1CCOC1 (THF). Product: Cl.ClC1=C(C(=CC=C1)C)NC=1NC2=C(N1)C=C(C1=C2CC(O1)(C)C)C(=O)NC1=C(C=CC(=C1)C(F)(F)F)F (2-[(2-Chloro-6-methylphenyl)amino]-N-[2-fluoro-5-(trifluoromethyl)phenyl]-7,7-dimethyl-7,8-dihydro-1H-furo[3,2-e]benzimidazole-5-carboxamide Hydrochloride). The yield is 187.2%. Reaction SMILES: [Cl:1][C:2]1[CH:7]=[CH:6][CH:5]=[C:4]([CH3:8])[C:3]=1[NH:9][C:10]1[NH:11][C:12]2[C:18]3[CH2:19][C:20]([CH3:23])([CH3:22])[O:21][C:17]=3[C:16]([C:24]([NH:26][C:27]3[CH:32]=[C:31]([C:33]([F:36])([F:35])[F:34])[CH:30]=[CH:29][C:28]=3[F:37])=[O:25])=[CH:15][C:13]=2[N:14]=1.Cl>C1COCC1>[ClH:1].[Cl:1][C:2]1[CH:7]=[CH:6][CH:5]=[C:4]([CH3:8])[C:3]=1[NH:9][C:10]1[NH:11][C:12]2[C:18]3[CH2:19][C:20]([CH3:22])([CH3:23])[O:21][C:17]=3[C:16]([C:24]([NH:26][C:27]3[CH:32]=[C:31]([C:33]([F:36])([F:34])[F:35])[CH:30]=[CH:29][C:28]=3[F:37])=[O:25])=[CH:15][C:13]=2[N:14]=1 |f:3.4|. Procedure: The title compound was prepared following the procedure described for Example-146 using 2-[(2-chloro-6-methylphenyl)amino]-N-[2-fluoro-5-(trifluoromethyl)phenyl]-7,7-dimethyl-7,8-dihydro-1H-furo[3,2-e]benzimidazole-5-carboxamide (Example-110, 0.100 g), THF (10 mL) and solution of HCl in DEE to afford 0.100 g of the desired product. Reactants: O=C([O-])[O-], CCOC(C)=O, FC(F)(F)c1ccnc(Cl)n1, [Cs+], [Cs+], Nc1cc(Cl)cc(-c2cnc(C3(O)CCC3)s2)c1, CC(=O)[O-], CC(=O)[O-], C1COCCO1, [Pd+2]. Yields the product OC1(c2ncc(-c3cc(Cl)cc(Nc4nccc(C(F)(F)F)n4)c3)s2)CCC1. As a reaction SMILES: [C:30](=[O:31])([O-:32])[O-:33].[CH3:42][CH2:43][O:44][C:45](=[O:46])[CH3:47].[Cl:19][c:20]1[n:21][cH:22][cH:23][c:24]([C:26]([F:27])([F:28])[F:29])[n:25]1.[Cs+:34].[Cs+:35].[NH2:1][c:2]1[cH:3][c:4](-[c:9]2[cH:10][n:11][c:12]([C:14]3([OH:18])[CH2:15][CH2:16][CH2:17]3)[s:13]2)[cH:5][c:6]([Cl:8])[cH:7]1.[O-:49][C:50]([CH3:51])=[O:52].[O-:53][C:54]([CH3:55])=[O:56].[O:36]1[CH2:37][CH2:38][O:39][CH2:40][CH2:41]1.[Pd+2:48]>>[NH:1]([c:2]1[cH:3][c:4](-[c:9]2[cH:10][n:11][c:12]([C:14]3([OH:18])[CH2:15][CH2:16][CH2:17]3)[s:13]2)[cH:5][c:6]([Cl:8])[cH:7]1)[c:20]1[n:21][cH:22][cH:23][c:24]([C:26]([F:27])([F:28])[F:29])[n:25]1. The reactants are ice, N1CCCC1 (pyrrolidine), Cl[Si](C)(C)C (chlorotrimethylsilane). Run in C(C)OCC (diethyl ether), C(C)OCC (diethyl ether). Product: C[Si](N1CCCC1)(C)C (N-trimethylsilylpyrrolidine). Yield: 72.6%. RXN SMILES: [NH:1]1[CH2:5][CH2:4][CH2:3][CH2:2]1.Cl[Si:7]([CH3:10])([CH3:9])[CH3:8]>C(OCC)C>[CH3:8][Si:7]([CH3:10])([CH3:9])[N:1]1[CH2:5][CH2:4][CH2:3][CH2:2]1. Procedure: Step 1—To an ice-cold solution of pyrrolidine (167 ml, 2.00 mol) in diethyl ether (500 ml) was added a solution of chlorotrimethylsilane (127 ml, 1.00 mol) in diethyl ether (100 ml) over 1 hour. The solid was removed by filtration and washed with diethyl ether (100 ml). The filtrates were concentrated in vacuo then distilled at atmospheric pressure to give N-trimethylsilylpyrrolidine (104 g, 73%) as a colorless liquid: b.p. 139-140° C.; 1H NMR (CDCl3) 0.09 (s, 9H), 1.74 (m, 4H), 2.91 (m, 4H); 13... The reactants are C1(CC1)S(=O)(=O)N (cyclopropyl sulphonamide), C1CCC2=NCCCN2CC1 (DBU), COC1=CC=C2C(=NC(=NC2=C1C)C1=CC=NC=C1)OC1CN2C(N(CCCCC=CC3CC3(NC(C2C1)=O)C(=O)O)C)=O (17-(7-Methoxy-8-methyl-2-pyridin-4-yl-quinazolin-4-yloxy)-13-methyl-2,14-dioxo-3,13,15-triaza-tricyclo[13.3.0.0*4,6*]octadec-7-ene-4-carboxylic acid), CCN=C=NCCCN(C)C (EDAC). The solvent is ClCCl (dichloromethane), ClCCl (dichloromethane). Run at time 5 hour. Yields the product COC1=CC=C2C(=NC(=NC2=C1C)C1=CC=NC=C1)OC1CN2C(N(CCCCC=CC3CC3(NC(C2C1)=O)C(=O)NS(=O)(=O)C1CC1)C)=O (Cyclopropanesulfonic acid [17-(7-methoxy-8-methyl-2-pyridin-4-yl-quinazolin-4-yloxy)-13-methyl-2,14-dioxo-3,13,15-triaza-tricyclo[13.3.0.0*4,6*]octadec-7-ene-4-carbonyl]-amide). Isolated yield 73.6%. RXN SMILES: [CH3:1][O:2][C:3]1[C:12]([CH3:13])=[C:11]2[C:6]([C:7]([O:20][CH:21]3[CH2:38][CH:37]4[N:23]([C:24](=[O:44])[N:25]([CH3:43])[CH2:26][CH2:27][CH2:28][CH2:29][CH:30]=[CH:31][CH:32]5[C:34]([C:40]([OH:42])=O)([NH:35][C:36]4=[O:39])[CH2:33]5)[CH2:22]3)=[N:8][C:9]([C:14]3[CH:19]=[CH:18][N:17]=[CH:16][CH:15]=3)=[N:10]2)=[CH:5][CH:4]=1.CCN=C=NCCCN(C)C.[CH:56]1([S:59]([NH2:62])(=[O:61])=[O:60])[CH2:58][CH2:57]1.C1CCN2C(=NCCC2)CC1>ClCCl>[CH3:1][O:2][C:3]1[C:12]([CH3:13])=[C:11]2[C:6]([C:7]([O:20][CH:21]3[CH2:38][CH:37]4[N:23]([C:24](=[O:44])[N:25]([CH3:43])[CH2:26][CH2:27][CH2:28][CH2:29][CH:30]=[CH:31][CH:32]5[C:34]([C:40]([NH:62][S:59]([CH:56]6[CH2:58][CH2:57]6)(=[O:61])=[O:60])=[O:42])([NH:35][C:36]4=[O:39])[CH2:33]5)[CH2:22]3)=[N:8][C:9]([C:14]3[CH:19]=[CH:18][N:17]=[CH:16][CH:15]=3)=[N:10]2)=[CH:5][CH:4]=1. Procedure details: The acid 178 (67 mg, 0.11 mmol) and EDAC (26 mg, 0.13 mmol) were dissolved in dichloromethane (3 ml). After stirring at room temperature for 5 h the mixture was diluted with dichloromethane (10 ml) and the organic phase were washed with water and dried (sodium sulphate). The volume was then reduced to 2 ml and cyclopropyl sulphonamide (20 mg, 0.17 mmol) and DBU (36 mg, 2.3 mmol) were added. The mixture was allowed to stir over-night at room temperature and then washed using 5% aqueous citric aci...